From a dataset of the Open Reaction Database (ORD), a public repository of structured organic reaction records. describe an organic reaction: reactants, conditions, products, and yield Reactants: CC(=O)NC(Cc1ccc(OC(C)=O)cc1)C(=O)O, CCN1CCCCC1, COC(=O)C(C)N, CCOC(=O)Cl, Cl, C1CCOC1. The product is COC(=O)C(C)NC(=O)C(Cc1ccc(OC(C)=O)cc1)NC(C)=O. Reaction SMILES: [C:1]([CH3:2])(=[O:3])[NH:4][CH:5]([CH2:6][c:7]1[cH:8][cH:9][c:10]([O:13][C:14]([CH3:15])=[O:16])[cH:11][cH:12]1)[C:17](=[O:18])[OH:19].[CH3:20][CH2:21][N:22]1[CH2:23][CH2:24][CH2:25][CH2:26][CH2:27]1.[CH3:34][O:35][C:36]([CH:37]([NH2:38])[CH3:39])=[O:40].[Cl:28][C:29]([O:30][CH2:31][CH3:32])=[O:33].[ClH:41].[O:42]1[CH2:43][CH2:44][CH2:45][CH2:46]1>>[C:1]([CH3:2])(=[O:3])[NH:4][CH:5]([CH2:6][c:7]1[cH:8][cH:9][c:10]([O:13][C:14]([CH3:15])=[O:16])[cH:11][cH:12]1)[C:17](=[O:19])[NH:38][CH:37]([C:36]([O:35][CH3:34])=[O:40])[CH3:39]. Starting materials: O=C(Nc1ccc(Cl)cn1)c1ccccc1NC(=O)C1CCNCC1, O=C(O)C(F)(F)F, O=Cc1ccccn1. The product is O=C(Nc1ccc(Cl)cn1)c1ccccc1NC(=O)C1CCN(Cc2ccccn2)CC1. Reaction SMILES: [Cl:8][c:9]1[cH:10][cH:11][c:12]([NH:15][C:16]([c:17]2[c:18]([NH:23][C:24](=[O:25])[CH:26]3[CH2:27][CH2:28][NH:29][CH2:30][CH2:31]3)[cH:19][cH:20][cH:21][cH:22]2)=[O:32])[n:13][cH:14]1.[F:1][C:2]([F:3])([F:4])[C:5]([OH:6])=[O:7].[n:33]1[c:34]([CH:39]=[O:40])[cH:35][cH:36][cH:37][cH:38]1>>[Cl:8][c:9]1[cH:10][cH:11][c:12]([NH:15][C:16]([c:17]2[c:18]([NH:23][C:24](=[O:25])[CH:26]3[CH2:27][CH2:28][N:29]([CH2:39][c:34]4[n:33][cH:38][cH:37][cH:36][cH:35]4)[CH2:30][CH2:31]3)[cH:19][cH:20][cH:21][cH:22]2)=[O:32])[n:13][cH:14]1. Reactants: C1(CCCCC1)C1=C(N(C2=CC(=CC=C12)C(=O)OC)CC(=O)N(C)C)C(CO)O (methyl 3-cyclohexyl-2-(1,2-dihydroxyethyl)-1-[2-(dimethylamino)-2-oxoethyl]-1H-indole-6-carboxylate), I(=O)(=O)(=O)[O-].[Na+] (sodium periodate). Solvent: C1CCOC1.O (THF water), CCOC(=O)C (EtOAc), C(CC(O)(C(=O)O)CC(=O)O)(=O)O (citric acid). Run at time 3 hour. Product: C1(CCCCC1)C1=C(N(C2=CC(=CC=C12)C(=O)OC)CC(=O)N(C)C)C=O (methyl 3-cyclohexyl-1-[2-(dimethylamino)-2-oxoethyl]-2-formyl-1H-indole-6-carboxylate). The yield is 83.0%. Reaction SMILES: [CH:1]1([C:7]2[C:15]3[C:10](=[CH:11][C:12]([C:16]([O:18][CH3:19])=[O:17])=[CH:13][CH:14]=3)[N:9]([CH2:20][C:21]([N:23]([CH3:25])[CH3:24])=[O:22])[C:8]=2[CH:26]([OH:29])CO)[CH2:6][CH2:5][CH2:4][CH2:3][CH2:2]1.I([O-])(=O)(=O)=O.[Na+]>C1COCC1.O.CCOC(C)=O.C(O)(=O)CC(CC(O)=O)(C(O)=O)O>[CH:1]1([C:7]2[C:15]3[C:10](=[CH:11][C:12]([C:16]([O:18][CH3:19])=[O:17])=[CH:13][CH:14]=3)[N:9]([CH2:20][C:21]([N:23]([CH3:24])[CH3:25])=[O:22])[C:8]=2[CH:26]=[O:29])[CH2:2][CH2:3][CH2:4][CH2:5][CH2:6]1 |f:1.2,3.4|. Procedure: To a solution of methyl 3-cyclohexyl-2-(1,2-dihydroxyethyl)-1-[2-(dimethylamino)-2-oxoethyl]-1H-indole-6-carboxylate (from Step 3) in THF/water (0.05 M, 1:1, v:v) cooled to 0° C. was added sodium periodate (1.2 eq.). The resulting mixture was allowed to warm to RT and left stirring for a further 3 h. The mixture was diluted with EtOAc and 5% aq. citric acid solution. The phases were separated and the aqueous phase was extracted with EtOAc. The combined organic phases were extracted with aqueous ...